This data is from the Open Reaction Database (ORD), a public repository of structured organic reaction records. The task is: describe an organic reaction: reactants, conditions, products, and yield Reactants: CCOC(=O)C(C)(Cc1cccc(OCCC2CN(Cc3ccc(C(F)(F)F)cc3)C(=O)N2C)c1)Oc1ccc(C(F)(F)F)cc1, CCO, [Na+], [OH-]. Product: CN1C(=O)N(Cc2ccc(C(F)(F)F)cc2)CC1CCOc1cccc(CC(C)(Oc2ccc(C(F)(F)F)cc2)C(=O)O)c1. As a reaction SMILES: [CH2:1]([CH3:2])[O:3][C:4]([C:5]([CH2:6][c:7]1[cH:8][c:9]([O:13][CH2:14][CH2:15][CH:16]2[N:17]([CH3:33])[C:18](=[O:32])[N:19]([CH2:21][c:22]3[cH:23][cH:24][c:25]([C:28]([F:29])([F:30])[F:31])[cH:26][cH:27]3)[CH2:20]2)[cH:10][cH:11][cH:12]1)([O:34][c:35]1[cH:36][cH:37][c:38]([C:41]([F:42])([F:43])[F:44])[cH:39][cH:40]1)[CH3:45])=[O:46].[CH3:49][CH2:50][OH:51].[Na+:48].[OH-:47]>>[O:3]=[C:4]([C:5]([CH2:6][c:7]1[cH:8][c:9]([O:13][CH2:14][CH2:15][CH:16]2[N:17]([CH3:33])[C:18](=[O:32])[N:19]([CH2:21][c:22]3[cH:23][cH:24][c:25]([C:28]([F:29])([F:30])[F:31])[cH:26][cH:27]3)[CH2:20]2)[cH:10][cH:11][cH:12]1)([O:34][c:35]1[cH:36][cH:37][c:38]([C:41]([F:42])([F:43])[F:44])[cH:39][cH:40]1)[CH3:45])[OH:46].